This data is from the Open Reaction Database (ORD), a public repository of structured organic reaction records. The task is: describe an organic reaction: reactants, conditions, products, and yield Starting materials: [OH-].[Na+] (Sodium hydroxide), NCCCCCC(=O)O (6-aminohexanoic acid), C(C=C)(=O)Cl (Acryloyl chloride). The solvent is O (water), C(Cl)Cl (CH2Cl2). Run at time 10 hour. Yields the product C(C=C)(=O)NCCCCCC(=O)O (6-acryloylamino-hexanoic acid). The yield is 82.4%. As a reaction SMILES: [OH-].[Na+].[NH2:3][CH2:4][CH2:5][CH2:6][CH2:7][CH2:8][C:9]([OH:11])=[O:10].[C:12](Cl)(=[O:15])[CH:13]=[CH2:14]>O.C(Cl)Cl>[C:12]([NH:3][CH2:4][CH2:5][CH2:6][CH2:7][CH2:8][C:9]([OH:11])=[O:10])(=[O:15])[CH:13]=[CH2:14] |f:0.1|. Procedure details: Sodium hydroxide (7.6 g, 190 mmol) and 6-aminohexanoic acid (10 g, 76 mmol) were dissolved in distilled water (50 mL) at room temperature. Acryloyl chloride (8.24 g, 91 mmol) in dry CH2Cl2 (50 mL) was slowly added to the mixture at room temperature. The resulting mixture was stirred at room temperature for 10 h. The reaction was quenched by adding 10% HCl (20 mL, pH 3) at room temperature and the mixture was extracted with ethyl acetate (2×100 mL). The combined organic layers were dried over MgS... Reactants: [N+](=O)([O-])C1=CC=C(C=C1)C=1C(=CNC1)C(=O)OCC (ethyl 4-(4-nitrophenyl)-1H-pyrrole-3-carboxylate), [H][H] (hydrogen). Reagents/catalysts: [Pd] (palladium on carbon). The solvent is C(C)OCC (diethyl ether), CO (methanol). Yields the product NC1=CC=C(C=C1)C=1C(=CNC1)C(=O)OCC (ethyl 4-(4-aminophenyl)-1H-pyrrole-3-carboxylate). The yield is 44.6%. RXN SMILES: [N+:1]([C:4]1[CH:9]=[CH:8][C:7]([C:10]2[C:11]([C:15]([O:17][CH2:18][CH3:19])=[O:16])=[CH:12][NH:13][CH:14]=2)=[CH:6][CH:5]=1)([O-])=O.[H][H]>[Pd].CO.C(OCC)C>[NH2:1][C:4]1[CH:9]=[CH:8][C:7]([C:10]2[C:11]([C:15]([O:17][CH2:18][CH3:19])=[O:16])=[CH:12][NH:13][CH:14]=2)=[CH:6][CH:5]=1. Procedure: 0.2 g (0.769 mmol) of ethyl 4-(4-nitrophenyl)-1H-pyrrole-3-carboxylate is added at a temperature in the region of 20° C. to a suspension of 0.02 g (0.188 mmol) of 10% palladium on carbon in 15 cm3 of methanol. After hydrogenating for 20 hours in an autoclave under 3 bar of hydrogen, at a temperature in the region of 25° C., the reaction mixture is filtered, the catalyst is rinsed with three times 5 cm3 of methanol and then the filtrate is concentrated to dryness under reduced pressure (2.7 kPa) ... Starting materials: ClC1=CC=CC2=C1N=CS2 (4-chlorobenzothiazole), BrC1=CC=C(C=C1)C (1-bromo-4-methylbenzene), Mg. Reagents/catalysts: [Pd] (Pd), C=1C=CC(=CC1)[P](C=2C=CC=CC2)(C=3C=CC=CC3)[Pd]([P](C=4C=CC=CC4)(C=5C=CC=CC5)C=6C=CC=CC6)([P](C=7C=CC=CC7)(C=8C=CC=CC8)C=9C=CC=CC9)[P](C=1C=CC=CC1)(C=1C=CC=CC1)C=1C=CC=CC1 (Pd(PPh3)4), [Cl-].[Zn+2].[Cl-] (zinc chloride). Run in C1CCOC1 (THF), C1CCOC1 (THF), C1CCOC1 (THF). Conditions: time 2 hour. Product: C1(=CC=C(C=C1)C1=CC=CC2=C1N=CS2)C (4-para-tolylbenzo[d]thiazole). The yield is 91.0%. As a reaction SMILES: Br[C:2]1[CH:7]=[CH:6][C:5]([CH3:8])=[CH:4][CH:3]=1.Cl[C:10]1[C:15]2[N:16]=[CH:17][S:18][C:14]=2[CH:13]=[CH:12][CH:11]=1>C1COCC1.[Cl-].[Zn+2].[Cl-].[Pd].C1C=CC([P]([Pd]([P](C2C=CC=CC=2)(C2C=CC=CC=2)C2C=CC=CC=2)([P](C2C=CC=CC=2)(C2C=CC=CC=2)C2C=CC=CC=2)[P](C2C=CC=CC=2)(C2C=CC=CC=2)C2C=CC=CC=2)(C2C=CC=CC=2)C2C=CC=CC=2)=CC=1>[C:5]1([CH3:8])[CH:6]=[CH:7][C:2]([C:10]2[C:15]3[N:16]=[CH:17][S:18][C:14]=3[CH:13]=[CH:12][CH:11]=2)=[CH:3][CH:4]=1 |f:3.4.5,^1:31,33,52,71|. Procedure details: a 500 mL 2-neck round-bottomed flask was equipped with a reflux condenser and replaced by nitrogen. 70 mL of THF that was dried with 0.11 mol of Mg metal was added to the above flask and then, 0.10 mol of 1-bromo-4-methylbenzene was added in a dropwise fashion. The reaction was significantly exodermic and thus a cooling bath was equipped to reduce the temperature inside the reactor less than 50° C. It was agitated for 2 hours at room temperature, 0.11 mol of zinc chloride was added with 100 mL o...